From a dataset of the Open Reaction Database (ORD), a public repository of structured organic reaction records. describe an organic reaction: reactants, conditions, products, and yield Starting materials: C(CCl)Cl (EDC), C(C)N1CCOCC1 (N-ethylmorpholine), C=1C=CC2=C(C1)N=NN2O (HOBT), NC[C@@H](CO)O ((S)-3-aminopropane-1,2-diol), Intermediate 23, C(CCl)Cl (EDC), C=1C=CC2=C(C1)N=NN2O (HOBT), C(C)N1CCOCC1 (N-ethylmorpholine), NC[C@@H](CO)O ((S)-3-aminopropane-1,2-diol), C(C)(=O)N1[C@H](C[C@H](C2=CC(=CC=C12)C1=CC=C(C(=O)O)C=C1)NC1=NC=CC=C1)C (4-((2S,4R)-1-acetyl-2-methyl-4-(pyridin-2-ylamino)-1,2,3,4-tetrahydroquinolin-6-yl)benzoic acid). Run in CN(C)C=O (DMF), CCOCC (Et2O). Run at time 5 hour. The product is C(C)(=O)N1[C@H](C[C@H](C2=CC(=CC=C12)C1=CC=C(C(=O)NC[C@@H](CO)O)C=C1)NC1=NC=CC=C1)C (4-((2S,4R)-1-acetyl-2-methyl-4-(pyridin-2-ylamino)-1,2,3,4-tetrahydroquinolin-6-yl)-N—((S)-2,3-dihydroxypropyl)benzamide). The yield is 43.5%. RXN SMILES: [C:1]([N:4]1[C:13]2[C:8](=[CH:9][C:10]([C:14]3[CH:22]=[CH:21][C:17]([C:18](O)=[O:19])=[CH:16][CH:15]=3)=[CH:11][CH:12]=2)[C@H:7]([NH:23][C:24]2[CH:29]=[CH:28][CH:27]=[CH:26][N:25]=2)[CH2:6][C@@H:5]1[CH3:30])(=[O:3])[CH3:2].C(Cl)CCl.C1C=CC2N(O)N=NC=2C=1.C(N1CCOCC1)C.[NH2:53][CH2:54][C@H:55]([OH:58])[CH2:56][OH:57]>CN(C=O)C.CCOCC>[C:1]([N:4]1[C:13]2[C:8](=[CH:9][C:10]([C:14]3[CH:22]=[CH:21][C:17]([C:18]([NH:53][CH2:54][C@H:55]([OH:58])[CH2:56][OH:57])=[O:19])=[CH:16][CH:15]=3)=[CH:11][CH:12]=2)[C@H:7]([NH:23][C:24]2[CH:29]=[CH:28][CH:27]=[CH:26][N:25]=2)[CH2:6][C@@H:5]1[CH3:30])(=[O:3])[CH3:2]. Reported procedure: A solution of 4-((2S,4R)-1-acetyl-2-methyl-4-(pyridin-2-ylamino)-1,2,3,4-tetrahydroquinolin-6-yl)benzoic acid (for a preparation see Intermediate 23) (70 mg, 0.174 mmol) in DMF (2 mL) was treated with EDC (40.1 mg, 0.209 mmol), HOBT (32.0 mg, 0.209 mmol) and N-ethylmorpholine (0.066 mL, 0.523 mmol) and after 3 min with (S)-3-aminopropane-1,2-diol (15.89 mg, 0.174 mmol). The resulting mixture was stirred at room temperature for 5 h then further EDC (40.1 mg, 0.209 mmol), N-ethylmorpholine (0.066 ...